Dataset: the Open Reaction Database (ORD), a public repository of structured organic reaction records. Task: describe an organic reaction: reactants, conditions, products, and yield Starting materials: CN1N=CC(=C1NC(C1=CC=CC=C1)(C1=CC=CC=C1)C1=CC=CC=C1)CCCO (3-(1-methyl-5-triphenylmethylaminopyrazol-4-yl)propanol), C1(C=2C(C(N1)=O)=CC=CC2)=O (phthalimide), C1(=CC=CC=C1)P(C1=CC=CC=C1)C1=CC=CC=C1 (triphenylphosphine), N(=NC(=O)OC(C)C)C(=O)OC(C)C (diisopropyl azodicarboxylate), Cl (hydrogen chloride). The solvent is O (water), O1CCCC1 (tetrahydrofuran), O1CCOCC1 (dioxane). Conditions: time 30 minute. Product: NC1=C(C=NN1C)CCCN1C(C=2C(C1=O)=CC=CC2)=O (5-amino-1-methyl-4-(3-phthalimidopropyl)pyrazole). Isolated yield 77.4%. Reaction SMILES: [CH3:1][N:2]1[C:6]([NH:7]C(C2C=CC=CC=2)(C2C=CC=CC=2)C2C=CC=CC=2)=[C:5]([CH2:27][CH2:28][CH2:29]O)[CH:4]=[N:3]1.[C:31]1(=[O:41])[NH:35][C:34](=[O:36])[C:33]2=[CH:37][CH:38]=[CH:39][CH:40]=[C:32]12.C1(P(C2C=CC=CC=2)C2C=CC=CC=2)C=CC=CC=1.N(C(OC(C)C)=O)=NC(OC(C)C)=O.Cl>O1CCCC1.O1CCOCC1.O>[NH2:7][C:6]1[N:2]([CH3:1])[N:3]=[CH:4][C:5]=1[CH2:27][CH2:28][CH2:29][N:35]1[C:31](=[O:41])[C:32]2=[CH:40][CH:39]=[CH:38][CH:37]=[C:33]2[C:34]1=[O:36]. Reported procedure: To a solution of 3-(1-methyl-5-triphenylmethylaminopyrazol-4-yl)propanol (4.0 g, 10 mmol), phthalimide (1.5 g, 10 mmol) and triphenylphosphine (4.0 g, 15 mmol) in tetrahydrofuran (20 ml) was added diisopropyl azodicarboxylate (3.0 g, 15 mmol), and the mixture was stirred at room temperature for 30 minutes. To the reaction mixture was added 4 mol/l hydrogen chloride solution in dioxane (10 ml), and the mixture was stirred at room temperature for 30 minutes. To the reaction mixture was added water...